This data is from the Open Reaction Database (ORD), a public repository of structured organic reaction records. The task is: describe an organic reaction: reactants, conditions, products, and yield The reactants are FC1=C(C=C(C=C1)C)NC1=C(C=NC=2N1N=CC2C(=O)O)C(=O)N2CCC1(CC2)CCC2=CC=CC=C21 (7-(2-Fluoro-5-methylphenylamino)-6-(spiro[indane-1,4′-piperidine]-1′-ylcarbonyl)pyrazolo[1,5-a]pyrimidine-3-carboxylic acid), C(C)S(=O)(=O)N (ethanesulfonamide). Product: FC1=C(C=C(C=C1)C)NC1=C(C=NC=2N1N=CC2C(=O)NS(=O)(=O)CC)C(=O)N2CCC1(CC2)CCC2=CC=CC=C21 (N-[7-(2-Fluoro-5-methylphenylamino)-6-(spiro[indane-1,4′-piperidine]-1′-ylcarbonyl)pyrazolo[1,5-a]pyrimidine-3-carbonyl]ethanesulfonamide). Yield: 81.7%. Reaction SMILES: [F:1][C:2]1[CH:7]=[CH:6][C:5]([CH3:8])=[CH:4][C:3]=1[NH:9][C:10]1[N:15]2[N:16]=[CH:17][C:18]([C:19](O)=[O:20])=[C:14]2[N:13]=[CH:12][C:11]=1[C:22]([N:24]1[CH2:29][CH2:28][C:27]2([C:37]3[C:32](=[CH:33][CH:34]=[CH:35][CH:36]=3)[CH2:31][CH2:30]2)[CH2:26][CH2:25]1)=[O:23].[CH2:38]([S:40]([NH2:43])(=[O:42])=[O:41])[CH3:39]>>[F:1][C:2]1[CH:7]=[CH:6][C:5]([CH3:8])=[CH:4][C:3]=1[NH:9][C:10]1[N:15]2[N:16]=[CH:17][C:18]([C:19]([NH:43][S:40]([CH2:38][CH3:39])(=[O:42])=[O:41])=[O:20])=[C:14]2[N:13]=[CH:12][C:11]=1[C:22]([N:24]1[CH2:25][CH2:26][C:27]2([C:37]3[C:32](=[CH:33][CH:34]=[CH:35][CH:36]=3)[CH2:31][CH2:30]2)[CH2:28][CH2:29]1)=[O:23]. Procedure details: In the same manner as in Example 1, step 6 and using 7-(2-fluoro-5-methylphenylamino)-6-(spiro[indane-1,4′-piperidine]-1′-ylcarbonyl)pyrazolo[1,5-a]pyrimidine-3-carboxylic acid (0.042 g, 0.085 mmol) obtained in step 2 and ethanesulfonamide (0.045 g, 0.42 mmol), the title compound (0.041 g, 82%) was obtained.